This data is from the Open Reaction Database (ORD), a public repository of structured organic reaction records. The task is: describe an organic reaction: reactants, conditions, products, and yield Starting materials: CCO, CC1(C)CCCNc2ccc([N+](=O)[O-])cc21, NN, O. The product is CC1(C)CCCNc2ccc(N)cc21. Reaction SMILES: [CH3:20][CH2:21][OH:22].[CH3:4][C:5]1([CH3:19])[c:6]2[c:7]([cH:12][cH:13][c:14]([N+:16]([O-:17])=[O:18])[cH:15]2)[NH:8][CH2:9][CH2:10][CH2:11]1.[NH2:2][NH2:3].[OH2:1]>>[CH3:4][C:5]1([CH3:19])[c:6]2[c:7]([cH:12][cH:13][c:14]([NH2:16])[cH:15]2)[NH:8][CH2:9][CH2:10][CH2:11]1. Starting materials: [H-].C(C(C)C)[Al+]CC(C)C (diisobutylaluminium hydride), COC(=O)[C@H]1N(C[C@H](C1)Cl)C(=O)OC(C)(C)C ((2S,4S)-4-Chloro-pyrrolidine-1,2-dicarboxylic acid 1-tert-butyl ester 2-methyl ester). Solvent: C1CCOC1 (THF). Run at temperature -78 celsius, time 2 hour. Yields the product C(C)(C)(C)OC(=O)N1[C@@H](C[C@@H](C1)Cl)C=O ((2S,4S)-4-Chloro-2-formyl-pyrrolidine-1-carboxylic acid tert-butyl ester). Yield: 110.8%. RXN SMILES: [H-].C([Al+]CC(C)C)C(C)C.C[O:12][C:13]([C@@H:15]1[CH2:19][C@H:18]([Cl:20])[CH2:17][N:16]1[C:21]([O:23][C:24]([CH3:27])([CH3:26])[CH3:25])=[O:22])=O>C1COCC1>[C:24]([O:23][C:21]([N:16]1[CH2:17][C@@H:18]([Cl:20])[CH2:19][C@H:15]1[CH:13]=[O:12])=[O:22])([CH3:27])([CH3:26])[CH3:25] |f:0.1|. Procedure details: 57 ml (57 mmol, 1.2 M soltion in toluene) of diisobutylaluminium hydride (DIBAH) was added during 40 min to a cold solution (-78° C.) of 6 g (22.7 mmol) (2S,4S)-4-Chloro-pyrrolidine-1,2-dicarboxylic acid 1-tert-butyl ester 2-methyl ester in 180 ml THF. The reaction was stirred for 2 h at −78° C. and quenched with a suspension of 23 g silica gel/23 g MgSO4.7H2O in 70 ml aqueous 10% KHSO4. The suspension was stirred for 15 min at room temperature, filtered and washed with THF. After evaporation of... The reactants are Cl (HCl), C([O-])(O)=O.[NH4+] (ammonium bicarbonate), COC(CCNC(C[C@H]1C[C@H](N(C(O1)=O)C)C1=CC=C(C=C1)C#N)=O)=O (3-[[4(S)-(4-cyanophenyl)tetrahydro-3-methyl-2-oxo-2H-1,3-oxazin-6(R)-yl]acetyl]aminopropionic acid methyl ester), C(Cl)(Cl)Cl (CHCl3). Conditions: temperature 0 celsius, time 12 hour. The product is COC(CCNC(C[C@H]1C[C@H](N(C(O1)=O)C)C1=CC=C(C=C1)C=NN)=O)=O (3-[[4(S)-[4-(aminoiminomethyl)phenyl]tetrahydro-3-methyl-2-oxo-2H-1,3-oxazin-6(R)-yl]acetyl]aminopropionic acid methyl ester). The yield is 64.5%. Reaction SMILES: Cl.[CH3:2][O:3][C:4](=[O:27])[CH2:5][CH2:6][NH:7][C:8](=[O:26])[CH2:9][C@@H:10]1[O:15][C:14](=[O:16])[N:13]([CH3:17])[C@H:12]([C:18]2[CH:23]=[CH:22][C:21]([C:24]#[N:25])=[CH:20][CH:19]=2)[CH2:11]1.C(Cl)(Cl)Cl.C(=O)(O)[O-].[NH4+:36]>>[CH3:2][O:3][C:4](=[O:27])[CH2:5][CH2:6][NH:7][C:8](=[O:26])[CH2:9][C@@H:10]1[O:15][C:14](=[O:16])[N:13]([CH3:17])[C@H:12]([C:18]2[CH:23]=[CH:22][C:21]([CH:24]=[N:25][NH2:36])=[CH:20][CH:19]=2)[CH2:11]1 |f:3.4|. Reported procedure: Dry HCl gas was bubled through a solution of 3-[[4(S)-(4-cyanophenyl)tetrahydro-3-methyl-2-oxo-2H-1,3-oxazin-6(R)-yl]acetyl]aminopropionic acid methyl ester (125 mg 0.35 mmol) in dry CHCl3 containing anhydrous methanol (23 mg, 0.70 mmol), cooled with salt ice-water bath, at 0° C. for 5 hrs. The resulting solution was then kept at 0° C. for 6 hrs and at 15° C. for 12 hrs. The flammable portion was removed and the residue was dissolved in anhydrous methanol (3 ml) followed by addition of ammonium ... Reactants: C(C)(C)(C)C1=CC=C(C=C1)NC(=O)C=1C(=NC=CC1)SC(C1=CC=NC=C1)NC(CCl)=O (N-(4-tert-Butylphenyl)-2-(2-chloroacetylaminopyridin-4-ylmethylthio)pyridine-3-carboxamide), C(C)(=O)OCC (Ethyl acetate), N1CCOCC1 (morpholine). Conditions: temperature 80 celsius, time 2 hour. Product: C(C)(C)(C)C1=CC=C(C=C1)NC(=O)C=1C(=NC=CC1)SC(C1=CC=NC=C1)NC(CN1CCOCC1)=O (N-(4-tert-Butylphenyl)-2-(2-morpholinoacetylaminopyridin-4-ylmethylthio)pyridine-3-carboxamide). Isolated yield 32.0%. As a reaction SMILES: [C:1]([C:5]1[CH:10]=[CH:9][C:8]([NH:11][C:12]([C:14]2[C:15]([S:20][CH:21]([NH:28][C:29](=[O:32])[CH2:30]Cl)[C:22]3[CH:27]=[CH:26][N:25]=[CH:24][CH:23]=3)=[N:16][CH:17]=[CH:18][CH:19]=2)=[O:13])=[CH:7][CH:6]=1)([CH3:4])([CH3:3])[CH3:2].C(OCC)(=O)C.[NH:39]1[CH2:44][CH2:43][O:42][CH2:41][CH2:40]1>>[C:1]([C:5]1[CH:10]=[CH:9][C:8]([NH:11][C:12]([C:14]2[C:15]([S:20][CH:21]([NH:28][C:29](=[O:32])[CH2:30][N:39]3[CH2:44][CH2:43][O:42][CH2:41][CH2:40]3)[C:22]3[CH:27]=[CH:26][N:25]=[CH:24][CH:23]=3)=[N:16][CH:17]=[CH:18][CH:19]=2)=[O:13])=[CH:7][CH:6]=1)([CH3:4])([CH3:3])[CH3:2]. Procedure: N-(4-tert-Butylphenyl)-2-(2-chloroacetylaminopyridin-4-ylmethylthio)pyridine-3-carboxamide (Compound No. 16-1, 50 mg, 0.11 mmol) was suspended in morpholine (1.0 mL), and the mixture was stirred for 2 hours at 80° C. in the sealed tube. Ethyl acetate (50 mL) was added to the reaction mixture, the whole was washed with water (50 mL) and brine (50 mL), and dried over anhydrous sodium sulfate. The solvent was evaporated under reduced pressure, the resulting solid was filtered off with diethyl ether... Reactants: [N+](=O)([O-])C=1C=C2C(N(C(C2=CC1)=O)C1CCN(CC1)CC1=CNC2=CC=CC=C12)=O (5-Nitro-2-[1-(indol-3-ylmethyl)piperid-4-yl]-1H-isoindole-1,3-(2H)-dione). The reagents and catalysts are [Pd] (Pd/C). The solvent is CO (methanol). The product is NC=1C=C2C(N(C(C2=CC1)=O)C1CCN(CC1)CC1=CNC2=CC=CC=C12)=O (5-Amino-2-[1-(indol-3-ylmethyl)piperid-4-yl]-1H-isoindole-1,3-(2H)-dione). RXN SMILES: [N+:1]([C:4]1[CH:5]=[C:6]2[C:10](=[CH:11][CH:12]=1)[C:9](=[O:13])[N:8]([CH:14]1[CH2:19][CH2:18][N:17]([CH2:20][C:21]3[C:29]4[C:24](=[CH:25][CH:26]=[CH:27][CH:28]=4)[NH:23][CH:22]=3)[CH2:16][CH2:15]1)[C:7]2=[O:30])([O-])=O>CO.[Pd]>[NH2:1][C:4]1[CH:5]=[C:6]2[C:10](=[CH:11][CH:12]=1)[C:9](=[O:13])[N:8]([CH:14]1[CH2:15][CH2:16][N:17]([CH2:20][C:21]3[C:29]4[C:24](=[CH:25][CH:26]=[CH:27][CH:28]=4)[NH:23][CH:22]=3)[CH2:18][CH2:19]1)[C:7]2=[O:30]. Procedure: 5-Nitro-2-[1-(indol-3-ylmethyl)piperid-4-yl]-1H-isoindole-1,3-(2H)-dione (0.8 g, 1.98 mmol) was hydrogenated in methanol over Pd/C (5%, 0.15 g) at atmospheric pressure. The catalyst was filtered off and the filtrate evaporated. The solid product was recrystallised from chloroform to give the title compound. Reactants: C1=CC(=C(C=C1N)N)O.Cl.Cl (2,4-diaminophenol.2HCl), C1=C(C=CC2=CC=CC=C12)C(=O)O (naphthalene-2-carboxylic acid), [OH-].[Na+] (NaOH). Conditions: temperature 180 celsius, time 3.5 hour. Product: C1=C(C=CC2=CC=CC=C12)C=1OC2=C(N1)C=C(C=C2)N (2-(naphthalene-2-yl)benzo[d]oxazole-5-amine). The yield is 74.9%. Reaction SMILES: [CH:1]1[C:6]([NH2:7])=[CH:5][C:4]([NH2:8])=[C:3]([OH:9])[CH:2]=1.Cl.Cl.[CH:12]1[C:21]2[C:16](=[CH:17][CH:18]=[CH:19][CH:20]=2)[CH:15]=[CH:14][C:13]=1[C:22](O)=O.[OH-].[Na+]>>[CH:12]1[C:21]2[C:16](=[CH:17][CH:18]=[CH:19][CH:20]=2)[CH:15]=[CH:14][C:13]=1[C:22]1[O:9][C:3]2[CH:2]=[CH:1][C:6]([NH2:7])=[CH:5][C:4]=2[N:8]=1 |f:0.1.2,4.5|. Procedure: 80 μmol of 2,4-diaminophenol.2HCl and 80 μmol of naphthalene-2-carboxylic acid were dissolved in 100 mg of PPA, and then, the mixed solution was stirred at a temperature of 180° C. for 3 to 4 hours. After completion of the reaction, the reaction solution was cooled, neutralized with 10% NaOH, and filtered by using distilled water for recrystallization in a slow manner, thereby obtaining 15.6 mg of 2-(naphthalene-2-yl)benzo[d]oxazole-5-amine (Derivative #3) (yield: 75%). Conditions: time 2.7 hour. The product is COC1=C(C=CC=C1)C(CN1C=NC=C1)SC1=CC=C(C(=O)OC)C=C1 (Methyl 4-[1-(2-methoxyphenyl)-2-(imidazol-1-yl)ethylthio]benzoate). Reported procedure: 8.3 ml of trifluoroacetic acid were added, whilst ice-cooling, to a mixture of 578 mg of methyl 4-mercaptobenzoate and 500 mg of 1-[2-hydroxy-2-(2-methoxyphenyl)ethyl]imidazole, and the mixture was stirred at a temperature between 0° and 5° C. for 2.7 hours, and then at room temperature for 2.5 hours. Reaction SMILES: FC(F)(F)C(O)=O.[SH:8][C:9]1[CH:18]=[CH:17][C:12]([C:13]([O:15][CH3:16])=[O:14])=[CH:11][CH:10]=1.O[CH:20]([C:27]1[CH:32]=[CH:31][CH:30]=[CH:29][C:28]=1[O:33][CH3:34])[CH2:21][N:22]1[CH:26]=[CH:25][N:24]=[CH:23]1>>[CH3:34][O:33][C:28]1[CH:29]=[CH:30][CH:31]=[CH:32][C:27]=1[CH:20]([S:8][C:9]1[CH:10]=[CH:11][C:12]([C:13]([O:15][CH3:16])=[O:14])=[CH:17][CH:18]=1)[CH2:21][N:22]1[CH:26]=[CH:25][N:24]=[CH:23]1. Starting materials: FC(C(=O)O)(F)F (trifluoroacetic acid), SC1=CC=C(C(=O)OC)C=C1 (methyl 4-mercaptobenzoate), OC(CN1C=NC=C1)C1=C(C=CC=C1)OC (1-[2-hydroxy-2-(2-methoxyphenyl)ethyl]imidazole).